This data is from the Open Reaction Database (ORD), a public repository of structured organic reaction records. The task is: describe an organic reaction: reactants, conditions, products, and yield Reactants: C(C)OC(CCCOC1=CC=C(C=C1)C[C@H](NS(=O)(=O)C1=CC=C(C=C1)C)C(=O)OC(C)(C)C)=O (4-{4-[(2S)-2-tert-Butoxycarbonyl-2-(toluene-4-sulfonylamino)-ethyl]-phenoxy}-butyric acid ethyl ester), N1C(=NCCC1)N (1,4,5,6-tetrahydropyrimidin-2-ylamine). The solvent is CN(C)C=O (DMF). Reaction conditions: time 8 hour. The product is C(C)(C)(C)OC([C@H](CC1=CC=C(C=C1)OCCCC(NC=1NCCCN1)=O)NS(=O)(=O)C1=CC=C(C=C1)C)=O ((2S)-3-{4-[3-(1,4,5,6-Tetrahydropyrimidin-2-ylcarbamoyl)-propoxy]-phenyl}-2-(toluene4-sulfonylamino)-propionic acid tert-butyl ester). As a reaction SMILES: C([O:3][C:4](=O)[CH2:5][CH2:6][CH2:7][O:8][C:9]1[CH:14]=[CH:13][C:12]([CH2:15][C@@H:16]([C:28]([O:30][C:31]([CH3:34])([CH3:33])[CH3:32])=[O:29])[NH:17][S:18]([C:21]2[CH:26]=[CH:25][C:24]([CH3:27])=[CH:23][CH:22]=2)(=[O:20])=[O:19])=[CH:11][CH:10]=1)C.[NH:36]1[CH2:41][CH2:40][CH2:39][N:38]=[C:37]1[NH2:42]>CN(C=O)C>[C:31]([O:30][C:28](=[O:29])[C@@H:16]([NH:17][S:18]([C:21]1[CH:22]=[CH:23][C:24]([CH3:27])=[CH:25][CH:26]=1)(=[O:19])=[O:20])[CH2:15][C:12]1[CH:13]=[CH:14][C:9]([O:8][CH2:7][CH2:6][CH2:5][C:4](=[O:3])[NH:42][C:37]2[NH:38][CH2:39][CH2:40][CH2:41][N:36]=2)=[CH:10][CH:11]=1)([CH3:34])([CH3:33])[CH3:32]. Procedure details: 295 mg of 4-{4-[(2S)-2-tert-Butoxycarbonyl-2-(toluene-4-sulfonylamino)-ethyl]-phenoxy}-butyric acid ethyl ester were dissolved in 15 ml of anhydrous DMF and 287 mg of 1,4,5,6-tetrahydropyrimidin-2-ylamine were added to the solution. The reaction mixture was stirred overnight at room temperature, and the solvent was removed in vacuo. The residue was dissolved in dichloromethane and washed with saturated aqueous sodium bicarbonate solution and saturated aqueous sodium chloride solution. The organi... Reactants: CO, CC(C)=CCCC(C)=CCO, [H][H]. Product: CC(C)=CCCC(C)CCO. Reaction SMILES: [CH3:14][OH:15].[CH3:1][C:2]([CH3:3])=[CH:4][CH2:5][CH2:6][C:7]([CH3:8])=[CH:9][CH2:10][OH:11].[H:12][H:13]>>[CH3:1][C:2]([CH3:3])=[CH:4][CH2:5][CH2:6][CH:7]([CH3:8])[CH2:9][CH2:10][OH:11]. Reactants: N=1NC(C=C2CCC3=C(C12)C=CC=C3)=O (5,6-Dihydrobenzo[h]cinnolin-3(2H)-one), O(Cl)Cl.[P+3] (phosphorus (III) Oxychloride). Product: ClC=1N=NC=2C3=C(CCC2C1)C=CC=C3 (3-chloro-5,6-dihydrobenzo[h]cinnoline). As a reaction SMILES: [N:1]1[NH:2][C:3](=O)[CH:4]=[C:5]2[C:10]=1[C:9]1[CH:11]=[CH:12][CH:13]=[CH:14][C:8]=1[CH2:7][CH2:6]2.O(Cl)[Cl:17].[P+3]>>[Cl:17][C:3]1[N:2]=[N:1][C:10]2[C:9]3[CH:11]=[CH:12][CH:13]=[CH:14][C:8]=3[CH2:7][CH2:6][C:5]=2[CH:4]=1 |f:1.2|. Procedure details: 5,6-Dihydrobenzo[h]cinnolin-3(2H)-one (4.5 g) was heated at 100° C. with phosphorus (III) Oxychloride (80 mL) for 6.5 h. The solvent was removed under vacuum and the residue was treated with ice water. The resulting solid was filtered off, washed well with water and air dried to give 3-chloro-5,6-dihydrobenzo[h]cinnoline; 1H NMR (DMSO-d6, 300 MHz) 8.32 (m, 1H), 7.36 (s, 1H), 7.32 (m, 2H), 7.19 (d, 1H), 2.91 (s, 4H) ppm; MS (ES) 217/219 (M+H).